Dataset: the Open Reaction Database (ORD), a public repository of structured organic reaction records. Task: describe an organic reaction: reactants, conditions, products, and yield The reactants are [Li]C(C)(C)C, C1CCOC1, CC(C)(C)OC(=O)N1CCc2cc(-c3coc4c(I)cnc(N(C(=O)OC(C)(C)C)C(=O)OC(C)(C)C)c34)ccc21, ClC(Cl)(Cl)C(Cl)(Cl)Cl. The product is CC(C)(C)OC(=O)N1CCc2cc(-c3coc4c(Cl)cnc(N(C(=O)OC(C)(C)C)C(=O)OC(C)(C)C)c34)ccc21. As a reaction SMILES: [C:1]([Li:2])([CH3:3])([CH3:4])[CH3:5].[CH2:55]1[O:56][CH2:57][CH2:58][CH2:59]1.[CH3:6][C:7]([CH3:8])([CH3:9])[O:10][C:11](=[O:12])[N:13]([c:14]1[n:15][cH:16][c:17]([I:39])[c:18]2[c:19]1[c:20](-[c:23]1[cH:24][c:25]3[c:29]([cH:30][cH:31]1)[N:28]([C:32](=[O:33])[O:34][C:35]([CH3:36])([CH3:37])[CH3:38])[CH2:27][CH2:26]3)[cH:21][o:22]2)[C:40](=[O:41])[O:42][C:43]([CH3:44])([CH3:45])[CH3:46].[Cl:47][C:48]([C:49]([Cl:50])([Cl:51])[Cl:52])([Cl:53])[Cl:54]>>[CH3:6][C:7]([CH3:8])([CH3:9])[O:10][C:11](=[O:12])[N:13]([c:14]1[n:15][cH:16][c:17]([Cl:47])[c:18]2[c:19]1[c:20](-[c:23]1[cH:24][c:25]3[c:29]([cH:30][cH:31]1)[N:28]([C:32](=[O:33])[O:34][C:35]([CH3:36])([CH3:37])[CH3:38])[CH2:27][CH2:26]3)[cH:21][o:22]2)[C:40](=[O:41])[O:42][C:43]([CH3:44])([CH3:45])[CH3:46]. The reactants are COC=1C=C(C=CC1OC)C(C#N)C(CC)=O (2-[3,4-bis(methyloxy)phenyl]-3-oxopentanenitrile), OC1=CC=C(C=O)C=C1 (4-hydroxybenzaldehyde), FC(C(=O)O)(F)F (trifluoroacetic acid), NN (hydrazine). Run in C(C)O (ethanol). Run at temperature 70 celsius. The product is FC(C(=O)O)(F)F.C(C)C1=NNC=2N=C(C=3C=C(C(=CC3C21)OC)OC)C2=CC=C(C=C2)O (4-[1-ethyl-7,8-bis(methyloxy)-3H-pyrazolo[3,4-c]isoquinolin-5-yl]phenol trifluoroacetic acid salt). Isolated yield 28.0%. RXN SMILES: [CH3:1][O:2][C:3]1[CH:4]=[C:5]([CH:11]([C:14](=O)[CH2:15][CH3:16])[C:12]#[N:13])[CH:6]=[CH:7][C:8]=1[O:9][CH3:10].[NH2:18][NH2:19].[OH:20][C:21]1[CH:28]=[CH:27][C:24]([CH:25]=O)=[CH:23][CH:22]=1.[F:29][C:30]([F:35])([F:34])[C:31]([OH:33])=[O:32]>C(O)C>[F:29][C:30]([F:35])([F:34])[C:31]([OH:33])=[O:32].[CH2:15]([C:14]1[C:11]2[C:5]3[CH:4]=[C:3]([O:2][CH3:1])[C:8]([O:9][CH3:10])=[CH:7][C:6]=3[C:25]([C:24]3[CH:27]=[CH:28][C:21]([OH:20])=[CH:22][CH:23]=3)=[N:13][C:12]=2[NH:19][N:18]=1)[CH3:16] |f:5.6|. Reported procedure: 2-[3,4-bis(methyloxy)phenyl]-3-oxopentanenitrile (100 mg, 0.43 mmol) was dissolved in ethanol (1 mL), and anhydrous hydrazine (98%, 16 μL, 0.52 mmol) was added. The resulting mixture was heated at reflux for 1 hour. It was cooled, concentrated, and the residue was dried in vacuum for one hour. To this residue was added of 4-hydroxybenzaldehyde (79 mg, 0.64 mmol) and trifluoroacetic acid (1 mL), and the mixture was heated at 70° C. for 18 hours. Then the reaction mixture was concentrated, dissolv...